This data is from the Open Reaction Database (ORD), a public repository of structured organic reaction records. The task is: describe an organic reaction: reactants, conditions, products, and yield The reactants are ClCCl, CCN(C(C)C)C(C)C, CC(C)O, Clc1ncccn1, CC(C)(C)OC(=O)N1CCC(N)CC1. Product: CC(C)(C)OC(=O)N1CCC(Nc2ncccn2)CC1. RXN SMILES: [CH2:35]([Cl:36])[Cl:37].[CH:22]([N:23]([CH2:24][CH3:25])[CH:26]([CH3:27])[CH3:28])([CH3:29])[CH3:30].[CH:31]([OH:32])([CH3:33])[CH3:34].[Cl:15][c:16]1[n:17][cH:18][cH:19][cH:20][n:21]1.[NH2:1][CH:2]1[CH2:3][CH2:4][N:5]([C:8](=[O:9])[O:10][C:11]([CH3:12])([CH3:13])[CH3:14])[CH2:6][CH2:7]1>>[NH:1]([CH:2]1[CH2:3][CH2:4][N:5]([C:8](=[O:9])[O:10][C:11]([CH3:12])([CH3:13])[CH3:14])[CH2:6][CH2:7]1)[c:16]1[n:17][cH:18][cH:19][cH:20][n:21]1. Reactants: COC1=C(C=C(C(=O)CCC(=O)O)C=C1)[N+](=O)[O-] (3-(4-methoxy-3-nitrobenzoyl) propionic acid), ferrous sulphate. The solvent is N (ammonia), O (water). Run at time 10 minute. The product is NC=1C=C(C(=O)CCC(=O)O)C=CC1OC (3-(3-Amino-4-methoxybenzoyl)propionic acid). As a reaction SMILES: [CH3:1][O:2][C:3]1[CH:15]=[CH:14][C:6]([C:7]([CH2:9][CH2:10][C:11]([OH:13])=[O:12])=[O:8])=[CH:5][C:4]=1[N+:16]([O-])=O>N.O>[NH2:16][C:4]1[CH:5]=[C:6]([CH:14]=[CH:15][C:3]=1[O:2][CH3:1])[C:7]([CH2:9][CH2:10][C:11]([OH:13])=[O:12])=[O:8]. Procedure: A solution of 3-(4-methoxy-3-nitrobenzoyl) propionic acid (10.5 g.) in 5N ammonia solution (150 ml.) was added in one portion to a stirred hot (90° C) solution of hydrated ferrous sulphate (90 g.) in water (210 ml.) and stirring was continued for 10 minutes more. The hot mixture was filtered through Hyflo and the filtrate was concentrated to 50 ml. volume and neutralised with acetic acid. The mixture was cooled, the precipitated solid collected and purified by crystallisation from dilute methano... Reactants: [Na] (sodium), CS(=O)(=O)O (methanesulfonic acid), P(OC)(OC)O (dimethyl hydrogen phosphite), C(=O)C1=C(C(=O)O)C=CC=C1 (2-formylbenzoic acid). Solvent: CO (methanol). Product: O=C1OC(C2=CC=CC=C12)P(OC)(OC)=O (dimethyl (3-oxo-1,3-dihydroisobenzofuran-1-yl)phosphonate). The yield is 67.3%. As a reaction SMILES: [Na].[P:2]([OH:7])([O:5][CH3:6])[O:3][CH3:4].[CH:8]([C:10]1[CH:18]=[CH:17][CH:16]=[CH:15][C:11]=1[C:12]([OH:14])=[O:13])=O.CS(O)(=O)=O>CO>[O:13]=[C:12]1[C:11]2[C:10](=[CH:18][CH:17]=[CH:16][CH:15]=2)[CH:8]([P:2](=[O:7])([O:5][CH3:6])[O:3][CH3:4])[O:14]1 |^1:0|. Procedure details: To dry methanol (40 ml) was slowly added sodium (1.15 g, 50 mmol) at 0 under N2 atmosphere while stirring, then added dimethyl hydrogen phosphite (5.5 g, 50 mmol), and 2-formylbenzoic acid (5.25 g, 35 mmol). The ice bath was removed and the reaction mixture was stirred for 30 min at room temperature, and then the reaction mixture was slowly added methanesulfonic acid (5.5 g, 55 mmol) and concentrated at reduced pressure to give the crude residue. The crude residue was partitioned between DCM and... Starting materials: C(C)OC(C(C1=CNC2=C(C=CC=C12)CC)=NO)=O (7-Ethyl-α-(hydroxyimino)-1H-indole-3-acetic Acid Ethyl Ester), Cl (HCl). The reagents and catalysts are [Pd] (Pd/C). Solvent: C(C)O (ethanol). Conditions: time 4 hour. The product is C(C)OC(C(C1=CNC2=C(C=CC=C12)CC)N)=O (α-Amino-7-ethyl-1H-indole-3-acetic Acid Ethyl Ester). As a reaction SMILES: [CH2:1]([O:3][C:4](=[O:19])[C:5](=[N:17]O)[C:6]1[C:14]2[C:9](=[C:10]([CH2:15][CH3:16])[CH:11]=[CH:12][CH:13]=2)[NH:8][CH:7]=1)[CH3:2].Cl>C(O)C.[Pd]>[CH2:1]([O:3][C:4](=[O:19])[CH:5]([NH2:17])[C:6]1[C:14]2[C:9](=[C:10]([CH2:15][CH3:16])[CH:11]=[CH:12][CH:13]=2)[NH:8][CH:7]=1)[CH3:2]. Procedure details: To 7-ethyl-α-(hydroxyimino)-1H-indole-3-acetic acid ethyl ester 5 (7.3 g, 0.028 mol) in ethanol (200 mL) was added concentrated HCl (3 mL) and 10% Pd/C (1.0 g). The mixture was hydrogenated at 40 p.s.i. for 4 hours at 22° C. The catalyst and the solvent were removed and the residue was dissolved in water. After washing with methylene chloride, the aqueous phase was basified with 20% sodium hydroxide. The precipitated product, α-amino-7-ethyl-1H-indole-3-acetic acid ethyl ester 6 (6.0 g, 87%), wa... Starting materials: CCN(C(C)C)C(C)C, CS(C)=O, NS(=O)(=O)c1ccc(F)c(Cl)c1, CC(C)(C)OC(=O)N1CCOC(CN)C1. Yields the product CC(C)(C)OC(=O)N1CCOC(CNc2ccc(S(N)(=O)=O)cc2Cl)C1. As a reaction SMILES: [CH2:28]([N:29]([CH:30]([CH3:31])[CH3:32])[CH:33]([CH3:34])[CH3:35])[CH3:36].[CH3:37][S:38]([CH3:39])=[O:40].[Cl:1][c:2]1[cH:3][c:4]([S:9](=[O:10])(=[O:11])[NH2:12])[cH:5][cH:6][c:7]1[F:8].[NH2:13][CH2:14][CH:15]1[O:16][CH2:17][CH2:18][N:19]([C:21](=[O:22])[O:23][C:24]([CH3:25])([CH3:26])[CH3:27])[CH2:20]1>>[Cl:1][c:2]1[cH:3][c:4]([S:9](=[O:10])(=[O:11])[NH2:12])[cH:5][cH:6][c:7]1[NH:13][CH2:14][CH:15]1[O:16][CH2:17][CH2:18][N:19]([C:21](=[O:22])[O:23][C:24]([CH3:25])([CH3:26])[CH3:27])[CH2:20]1. Starting materials: C(C)OC(C=C1CN(C1)C(C1=CC=CC=C1)C1=CC=CC=C1)=O ((1-benzhydrylazetidin-3-ylidene)-acetic acid ethyl ester), [H][H] (hydrogen). The reagents and catalysts are [OH-].[OH-].[Pd+2] (palladium hydroxide on carbon). Run in C(C)O (ethanol). The product is C(C)OC(CC1CNC1)=O (Azetidin-3-yl-acetic Acid Ethyl Ester). Reaction SMILES: [CH2:1]([O:3][C:4](=[O:23])[CH:5]=[C:6]1[CH2:9][N:8](C(C2C=CC=CC=2)C2C=CC=CC=2)[CH2:7]1)[CH3:2].[H][H]>C(O)C.[OH-].[OH-].[Pd+2]>[CH2:1]([O:3][C:4](=[O:23])[CH2:5][CH:6]1[CH2:9][NH:8][CH2:7]1)[CH3:2] |f:3.4.5|. Procedure details: To a solution of (1-benzhydrylazetidin-3-ylidene)-acetic acid ethyl ester (5.0 g, 16 mmol) in ethanol (200 mL) was added palladium hydroxide on carbon (1.5 g). This mixture was vigorously shaken under a 50 psi hydrogen atmosphere for 24 hrs, then filtered and concentrated to give an oil, used without additional purification. The reactants are [Cl-].[NH4+] (ammonium chloride), C(C)(C)[Mg]Br (Isopropylmagnesium bromide), IC=1C=NN(C1)C1=NC=CC=C1C(F)(F)F (2-(4-iodo-pyrazol-1-yl)-3-trifluoromethyl-pyridine), CON(C(C)=O)C (N-methoxy-N-methyl-acetamide). Run in C1CCOC1 (THF). Run at time 2 hour. Yields the product FC(C=1C(=NC=CC1)N1N=CC(=C1)C(C)=O)(F)F (1-[1-(3-trifluoromethyl-pyridin-2-yl)-1H-pyrazol-4-yl]-ethanone). Isolated yield 58.7%. Reaction SMILES: C([Mg]Br)(C)C.I[C:7]1[CH:8]=[N:9][N:10]([C:12]2[C:17]([C:18]([F:21])([F:20])[F:19])=[CH:16][CH:15]=[CH:14][N:13]=2)[CH:11]=1.CON(C)[C:25](=[O:27])[CH3:26].[Cl-].[NH4+]>C1COCC1>[F:19][C:18]([F:21])([F:20])[C:17]1[C:12]([N:10]2[CH:11]=[C:7]([C:25](=[O:27])[CH3:26])[CH:8]=[N:9]2)=[N:13][CH:14]=[CH:15][CH:16]=1 |f:3.4|. Procedure details: Isopropylmagnesium bromide (2.0M in Et2O, 1.11 ml, 2.22 mmol) was added slowly to a solution of 2-(4-iodo-pyrazol-1-yl)-3-trifluoromethyl-pyridine (627 mg, 1.85 mmol) in 3 mL anhydrous THF at 0° C. under nitrogen. The reaction mixture was stirred at the same temperature for 2 hrs, and then followed by the addition of N-methoxy-N-methyl-acetamide (286 mg, 2.78 mmol). The mixture was allowed to warm to ambient temperature overnight. Saturated ammonium chloride was added to quench the reaction. Two... The reactants are [Na] (sodium), COCCO (ethylene glycol monomethyl ether), ClC1=NC=C(C=C1[N+](=O)[O-])[N+](=O)[O-] (2-chloro-3,5-dinitropyridine), saturated aqueous solution, [Cl-].[NH4+] (ammonium chloride), [H][H] (hydrogen). Solvent: C(CO)O (ethylene glycol). Conditions: time 30 minute. Product: COCCOC1=NC=C(C=C1[N+](=O)[O-])[N+](=O)[O-] (2-(2-methoxyethoxy)-3,5-dinitropyridine), C(C)O (ethanol). Isolated yield 82.0%. RXN SMILES: [Na].[H][H].Cl[C:5]1[C:10]([N+:11]([O-:13])=[O:12])=[CH:9][C:8]([N+:14]([O-:16])=[O:15])=[CH:7][N:6]=1.[Cl-].[NH4+].[CH3:19][O:20][CH2:21][CH2:22][OH:23]>C(O)CO>[CH3:19][O:20][CH2:21][CH2:22][O:23][C:5]1[C:10]([N+:11]([O-:13])=[O:12])=[CH:9][C:8]([N+:14]([O-:16])=[O:15])=[CH:7][N:6]=1.[CH2:21]([OH:20])[CH3:22] |f:3.4,^1:0|. Reported procedure: 3.22 g (140 mmol) of metallic sodium was added to 70 ml of ethylene glycol monomethyl ether under ice-cooling and the mixture was stirred until no more hydrogen gas was produced. To the solution was dropwise added 25.0 g (123 mmol) of 2-chloro-3,5-dinitropyridine in 30 ml of ethylene glycol under ice-cooling over 5 minutes. After stirring for 30 minutes, the mixture was charged into 500 ml of saturated aqueous solution of ammonium chloride, followed by extraction with 400 ml of chloroform. The o... Starting materials: CC[SiH](CC)CC, CCOC(=O)C1=Cc2cc(C)cc(C(O)c3ccccc3)c2OC1C(F)(F)F, O=C(O)C(F)(F)F. Product: CCOC(=O)C1=Cc2cc(C)cc(Cc3ccccc3)c2OC1C(F)(F)F. RXN SMILES: [CH2:29]([SiH:30]([CH2:31][CH3:32])[CH2:33][CH3:34])[CH3:35].[OH:1][CH:2]([c:3]1[cH:4][c:5]([CH3:22])[cH:6][c:7]2[c:12]1[O:11][CH:10]([C:13]([F:14])([F:15])[F:16])[C:9]([C:17](=[O:18])[O:19][CH2:20][CH3:21])=[CH:8]2)[c:23]1[cH:24][cH:25][cH:26][cH:27][cH:28]1.[OH:36][C:37]([C:38]([F:39])([F:40])[F:41])=[O:42]>>[CH2:2]([c:3]1[cH:4][c:5]([CH3:22])[cH:6][c:7]2[c:12]1[O:11][CH:10]([C:13]([F:14])([F:15])[F:16])[C:9]([C:17](=[O:18])[O:19][CH2:20][CH3:21])=[CH:8]2)[c:23]1[cH:24][cH:25][cH:26][cH:27][cH:28]1. The reactants are Br, Cc1cc(-c2noc(-c3sccc3Cl)n2)ccc1Cl, ClC(Cl)(Cl)Cl, CC(C)(C#N)N=NC(C)(C)C#N, O=C1CCC(=O)N1Br. Yields the product Clc1ccc(-c2noc(-c3sccc3Cl)n2)cc1CBr. As a reaction SMILES: [Br:40].[Cl:1][c:2]1[c:3]([CH3:19])[cH:4][c:5](-[c:8]2[n:9][o:10][c:11](-[c:13]3[s:14][cH:15][cH:16][c:17]3[Cl:18])[n:12]2)[cH:6][cH:7]1.[Cl:41][C:42]([Cl:43])([Cl:44])[Cl:45].[N:28]#[C:29][C:30]([N:31]=[N:32][C:33]([C:34]#[N:35])([CH3:36])[CH3:37])([CH3:38])[CH3:39].[O:20]=[C:21]1[N:22]([Br:27])[C:23](=[O:24])[CH2:25][CH2:26]1>>[Cl:1][c:2]1[c:3]([CH2:19][Br:27])[cH:4][c:5](-[c:8]2[n:9][o:10][c:11](-[c:13]3[s:14][cH:15][cH:16][c:17]3[Cl:18])[n:12]2)[cH:6][cH:7]1.